The task is: describe an organic reaction: reactants, conditions, products, and yield. This data is from the Open Reaction Database (ORD), a public repository of structured organic reaction records. The reactants are [Ca] (calcium), hydroxides, lime, [Mg] (magnesium), S(=O)(=O)([O-])[O-].[Mg+2] (magnesium sulfate), [OH-].[Ca+2].[OH-] (calcium hydroxide). The solvent is O (water), O (water). Yields the product S(=O)(=O)([O-])[O-].[Ca+2] (calcium sulfate), [OH-].[Mg+2].[OH-] (magnesium hydroxide). Reaction SMILES: [Mg:1].[Ca:2].[S:3]([O-:7])([O-:6])(=[O:5])=[O:4].[Mg+2].[OH-:9].[Ca+2].[OH-]>O>[S:3]([O-:7])([O-:6])(=[O:5])=[O:4].[Ca+2:2].[OH-:9].[Mg+2:1].[OH-:4] |f:2.3,4.5.6,8.9,10.11.12|. Reported procedure: According to the present invention, a portion of the scrubbing fluid from the scrubbing unit is treated so as to form and remove calcium components while recycling magnesium components back to the scrubbing unit. Scrubbing fluid is withdrawn from the scrubbing unit 1 through line 21 to an oxidizer 23, wherein the scrubbing fluid is contacted with an oxygen-containing gas, such as air, injected from a source, not shown, through line 25 and a plurality of discharge nozzles 27. Spent gas is removed... The reactants are C1CCNCC1, Cc1c(C(=O)N2CCN(C)CC2)c[nH]c1C=O, COc1cccc(-c2cccc3c2CC(=O)N3)c1, CCO. As a reaction SMILES: [CH2:36]1[CH2:37][CH2:38][NH:39][CH2:40][CH2:41]1.[CH3:19][c:20]1[c:21]([CH:34]=[O:35])[nH:22][cH:23][c:24]1[C:25](=[O:26])[N:27]1[CH2:28][CH2:29][N:30]([CH3:33])[CH2:31][CH2:32]1.[CH3:1][O:2][c:3]1[cH:4][c:5](-[c:9]2[c:10]3[c:14]([cH:15][cH:16][cH:17]2)[NH:13][C:12](=[O:18])[CH2:11]3)[cH:6][cH:7][cH:8]1.[CH3:42][CH2:43][OH:44]>>[CH3:1][O:2][c:3]1[cH:4][c:5](-[c:9]2[c:10]3[c:14]([cH:15][cH:16][cH:17]2)[NH:13][C:12](=[O:18])[C:11]3=[CH:34][c:21]2[c:20]([CH3:19])[c:24]([C:25](=[O:26])[N:27]3[CH2:28][CH2:29][N:30]([CH3:33])[CH2:31][CH2:32]3)[cH:23][nH:22]2)[cH:6][cH:7][cH:8]1. Yields the product COc1cccc(-c2cccc3c2C(=Cc2[nH]cc(C(=O)N4CCN(C)CC4)c2C)C(=O)N3)c1. Reactants: FC1=C2CC(N(N3C2=C(C=C1F)C(C(=C3)C(=O)OC)=O)C)C (Methyl 4,5-Difluoro-2,3-dihydro-1,2-dimethyl-7-oxo -1H,7H-pyrido[3,2,1-ij]cinnoline-8-carboxylate), Cl (hydrochloric acid), C(C)(=O)O (acetic acid). Run in O (water). The product is FC1=C2CC(N(N3C2=C(C=C1F)C(C(=C3)C(=O)O)=O)C)C (4,5-Difluoro-2,3-dihydro-1,2-dimethyl-7-oxo-1H,7H -pyrido[3,2,1-ij]cinnoline-8-carboxylic acid). The yield is 88.1%. RXN SMILES: [F:1][C:2]1[C:11]([F:12])=[CH:10][C:9]2[C:13](=[O:20])[C:14]([C:16]([O:18]C)=[O:17])=[CH:15][N:7]3[C:8]=2[C:3]=1[CH2:4][CH:5]([CH3:22])[N:6]3[CH3:21].Cl.C(O)(=O)C>O>[F:1][C:2]1[C:11]([F:12])=[CH:10][C:9]2[C:13](=[O:20])[C:14]([C:16]([OH:18])=[O:17])=[CH:15][N:7]3[C:8]=2[C:3]=1[CH2:4][CH:5]([CH3:22])[N:6]3[CH3:21]. Procedure details: To 830 mg (2.7 mmol) of the compound (156) obtained in Example 34, 4 ml of concentrated hydrochloric acid and 16 ml of acetic acid were added and the solution was heated at reflux for 3 hours. 10 ml of water was added to the solution. Solids were filtered off and washed with ethanol and ether in this order to obtain 700 mg of the subject compound (157) in a 88% yield. The reactants are C(C)OC(C(=O)OCC)CC1=CC(=CC=C1)CCO (ethyl 2-ethoxy-3-[3-(2-hydroxyethyl)phenyl]propanoate), FC(C1=CC(=CC=C1)N=C=O)(F)F (α,α,α-trifluoro-m-tolylisocyanate). The product is C(C)OC(C(=O)O)CC1=CC(=CC=C1)CCOC(=O)NC1=CC(=CC=C1)C(F)(F)F (2-Ethoxy-3-{3-[2-({[3-(trifluoromethyl)anilino]carbonyl}-oxy)ethyl]phenyl}propanoic acid). RXN SMILES: [CH2:1]([O:3][CH:4]([CH2:10][C:11]1[CH:16]=[CH:15][CH:14]=[C:13]([CH2:17][CH2:18][OH:19])[CH:12]=1)[C:5]([O:7]CC)=[O:6])[CH3:2].[F:20][C:21]([F:32])([F:31])[C:22]1[CH:27]=[CH:26][CH:25]=[C:24]([N:28]=[C:29]=[O:30])[CH:23]=1>>[CH2:1]([O:3][CH:4]([CH2:10][C:11]1[CH:16]=[CH:15][CH:14]=[C:13]([CH2:17][CH2:18][O:19][C:29]([NH:28][C:24]2[CH:25]=[CH:26][CH:27]=[C:22]([C:21]([F:20])([F:31])[F:32])[CH:23]=2)=[O:30])[CH:12]=1)[C:5]([OH:7])=[O:6])[CH3:2]. Procedure details: Using ethyl 2-ethoxy-3-[3-(2-hydroxyethyl)phenyl]propanoate and α,α,α-trifluoro-m-tolylisocyanate, the title compound was obtained in the same manner as described in Example 160b). Reactants: C1COC2(CNS(C3=C2C=CC2=CC=CC=C23)(=O)=O)O1 (2H-naphtho[2,1-e]-1,2-thiazine-4(3H)-one-1,1-dioxide-ethylene ketal), [OH-].[Na+] (sodium hydroxide), O (water), CI (methyl iodide). Run in C(C)(C)O (isopropanol). Reaction conditions: time 8 hour. Product: C1COC2(CN(S(C3=C2C=CC2=CC=CC=C23)(=O)=O)C)O1 (2-methyl-2H-naphtho [2,1-e]-1,2-thiazine-4(3H)-one-1,1-dioxide-ethylene ketal). Yield: 95.0%. RXN SMILES: [CH3:1]I.[CH2:3]1[O:22][C:6]2([C:11]3[CH:12]=[CH:13][C:14]4[C:19]([C:10]=3[S:9](=[O:21])(=[O:20])[NH:8][CH2:7]2)=[CH:18][CH:17]=[CH:16][CH:15]=4)[O:5][CH2:4]1.[OH-].[Na+].O>C(O)(C)C>[CH2:3]1[O:22][C:6]2([C:11]3[CH:12]=[CH:13][C:14]4[C:19]([C:10]=3[S:9](=[O:21])(=[O:20])[N:8]([CH3:1])[CH2:7]2)=[CH:18][CH:17]=[CH:16][CH:15]=4)[O:5][CH2:4]1 |f:2.3|. Procedure: 14.2 gm (0.1 mol) of methyl iodide were added dropwise, while stirring, to a solution of 11.6 gm (0.04 mol) of 2H-naphtho[2,1-e]-1,2-thiazine-4(3H)-one-1,1-dioxide-ethylene ketal in a mixture of 150 ml of isopropanol, 44 ml of 1 N sodium hydroxide and 36 ml of water. The resulting mixture was allowed to stand overnight, and the crystals which separated out were suction-filtered off washed with a mixture of isopropanol an ater (ratio by volume 2:1) and dried in vacuo, yielding 11.6 gm (95% of the... Starting materials: Cl.C(CCC)C1=CSC2=C1C=C(C=C2)NN (3-butyl-5-hydrazinobenzothiophene hydrochloride), O.Cl.N1CCC(CC1)=O (4-piperidone hydrochloride monohydrate). Yields the product C(CCC)C1=CSC=2C1=C1C3=C(NC1=CC2)CCNC3 (1-Butyl-7,8,9,10-tetrahydrothieno[3,2-e]pyrido[4,3-b]indole). As a reaction SMILES: Cl.[CH2:2]([C:6]1[C:10]2[CH:11]=[C:12]([NH:15]N)[CH:13]=[CH:14][C:9]=2[S:8][CH:7]=1)[CH2:3][CH2:4][CH3:5].O.Cl.[NH:19]1[CH2:24][CH2:23][C:22](=O)[CH2:21][CH2:20]1>>[CH2:2]([C:6]1[C:10]2=[C:11]3[C:12](=[CH:13][CH:14]=[C:9]2[S:8][CH:7]=1)[NH:15][C:22]1[CH2:23][CH2:24][NH:19][CH2:20][C:21]3=1)[CH2:3][CH2:4][CH3:5] |f:0.1,2.3.4|. Reported procedure: The compound is formed analogously to that described in Example 15, from 25.6 g of 3-butyl-5-hydrazinobenzothiophene hydrochloride and 20 g of 4-piperidone hydrochloride monohydrate. Melting point: 224°-225° C. Starting materials: CC(=O)[O-], CC(=O)[O-], Clc1cnc2c(n1)OCCN(Cc1ccccc1)C2, CC(C)(C)[O-], Cc1ccccc1, OB(O)C1CC1, C1CC1P(C1CC1)C1CC1, [K+], O, [Pd+2]. Yields the product c1ccc(CN2CCOc3nc(C4CC4)cnc3C2)cc1. RXN SMILES: [C:49]([O-:50])(=[O:51])[CH3:52].[C:54]([O-:55])(=[O:56])[CH3:57].[CH2:1]([c:2]1[cH:3][cH:4][cH:5][cH:6][cH:7]1)[N:8]1[CH2:9][CH2:10][O:11][c:12]2[c:13]([n:15][cH:16][c:17]([Cl:19])[n:18]2)[CH2:14]1.[CH3:36][C:37]([CH3:38])([O-:39])[CH3:40].[CH3:42][c:43]1[cH:44][cH:45][cH:46][cH:47][cH:48]1.[CH:20]1([B:23]([OH:24])[OH:25])[CH2:21][CH2:22]1.[CH:26]1([P:27]([CH:28]2[CH2:29][CH2:30]2)[CH:31]2[CH2:32][CH2:33]2)[CH2:34][CH2:35]1.[K+:41].[OH2:58].[Pd+2:53]>>[CH2:1]([c:2]1[cH:3][cH:4][cH:5][cH:6][cH:7]1)[N:8]1[CH2:9][CH2:10][O:11][c:12]2[c:13]([n:15][cH:16][c:17]([CH:20]3[CH2:21][CH2:22]3)[n:18]2)[CH2:14]1.